From a dataset of the Open Reaction Database (ORD), a public repository of structured organic reaction records. describe an organic reaction: reactants, conditions, products, and yield The reactants are COc1ccc(Br)c(C(=O)N2CCN(C(=O)CNC(=O)OC(C)(C)C)CC2)c1, C1COCCO1, Cl. Yields the product Cl, COc1ccc(Br)c(C(=O)N2CCN(C(=O)CN)CC2)c1. Reaction SMILES: [C:2]([O:3][C:4](=[O:5])[NH:8][CH2:9][C:10](=[O:11])[N:12]1[CH2:13][CH2:14][N:15]([C:18]([c:19]2[c:20]([Br:27])[cH:21][cH:22][c:23]([O:25][CH3:26])[cH:24]2)=[O:28])[CH2:16][CH2:17]1)([CH3:6])([CH3:7])[CH3:29].[CH2:30]1[O:31][CH2:32][CH2:33][O:34][CH2:35]1.[ClH:1]>>[ClH:1].[NH2:8][CH2:9][C:10](=[O:11])[N:12]1[CH2:13][CH2:14][N:15]([C:18]([c:19]2[c:20]([Br:27])[cH:21][cH:22][c:23]([O:25][CH3:26])[cH:24]2)=[O:28])[CH2:16][CH2:17]1. The reactants are F[B-](F)(F)F, CN(C)N, CN(C)C(On1nnc2ccccc21)=[N+](C)C, CCN(C(C)C)C(C)C, CN(C)C=O, O=C(O)c1ccc(OCc2c(-c3ccccn3)noc2CO)nc1. Product: CN(C)NC(=O)c1ccc(OCc2c(-c3ccccn3)noc2CO)nc1. As a reaction SMILES: [B-:29]([F:30])([F:31])([F:32])[F:33].[CH3:25][N:26]([NH2:27])[CH3:28].[CH3:34][N+:35]([CH3:36])=[C:37]([N:38]([CH3:39])[CH3:40])[O:41][n:42]1[c:43]2[cH:44][cH:45][cH:46][cH:47][c:48]2[n:49][n:50]1.[CH:51]([N:52]([CH2:53][CH3:54])[CH:55]([CH3:56])[CH3:57])([CH3:58])[CH3:59].[O:60]=[CH:61][N:62]([CH3:63])[CH3:64].[OH:1][CH2:2][c:3]1[c:4]([CH2:14][O:15][c:16]2[n:17][cH:18][c:19]([C:20](=[O:21])[OH:22])[cH:23][cH:24]2)[c:5](-[c:8]2[n:9][cH:10][cH:11][cH:12][cH:13]2)[n:6][o:7]1>>[OH:1][CH2:2][c:3]1[c:4]([CH2:14][O:15][c:16]2[n:17][cH:18][c:19]([C:20](=[O:22])[NH:27][N:26]([CH3:25])[CH3:28])[cH:23][cH:24]2)[c:5](-[c:8]2[n:9][cH:10][cH:11][cH:12][cH:13]2)[n:6][o:7]1. Starting materials: C(C)(=O)C1=C(NC(C(C(=O)N)=C1)=O)C (5-acetyl-1,2-dihydro-6-methyl-2-oxonicotinamide), S(O)(O)(=O)=O (sulfuric acid). The solvent is O (water). Run at time 6 hour. Product: C(C)(=O)C1=C(NC(C(C(=O)O)=C1)=O)C (5-acetyl-1,2-dihydro-6-methyl-2-oxonicotinic acid). Reaction SMILES: [C:1]([C:4]1[CH:12]=[C:8]([C:9](N)=[O:10])[C:7](=[O:13])[NH:6][C:5]=1[CH3:14])(=[O:3])[CH3:2].S(=O)(=O)(O)[OH:16]>O>[C:1]([C:4]1[CH:12]=[C:8]([C:9]([OH:16])=[O:10])[C:7](=[O:13])[NH:6][C:5]=1[CH3:14])(=[O:3])[CH3:2]. Procedure: A mixture containing 34 g of 5-acetyl-1,2-dihydro-6-methyl-2-oxonicotinamide, 50 ml of concentrated sulfuric acid and 100 ml of water was heated on a steam bath with stirring for 6 hours. The hot reaction solution was filtered and to the filtrate was added 50 ml of water. The resulting mixture was allowed to stand at room temperature overnight whereupon the product crystallized out. The separated product was collected, washed with water, dried in a vacuum oven at 90°-95° C. to yield 16.8 g of 5-... Reactants: CC(=O)OC1CC2=CC(O)C3C4CCC(C(C)C5OCC(C)(C)CO5)C4(C)CCC3C2(C)C2OC12, CCOC(C)=O, ClCCl, CS(=O)(=O)Cl, CCCCCC, CN(C)c1ccncc1, c1ccncc1. Yields the product CC(=O)OC1CC2=CC=C3C4CCC(C(C)C5OCC(C)(C)CO5)C4(C)CCC3C2(C)C2OC12. RXN SMILES: [C:1]([CH3:2])(=[O:3])[O:4][CH:5]1[CH2:6][C:7]2=[CH:8][CH:9]([OH:35])[CH:10]3[CH:11]4[CH2:12][CH2:13][CH:14]([CH:15]([CH3:16])[CH:17]5[O:18][CH2:19][C:20]([CH3:23])([CH3:24])[CH2:21][O:22]5)[C:25]4([CH3:34])[CH2:26][CH2:27][CH:28]3[C:29]2([CH3:33])[CH:30]2[CH:31]1[O:32]2.[C:53]([O:54][CH2:55][CH3:56])(=[O:57])[CH3:58].[CH2:68]([Cl:69])[Cl:70].[CH3:42][S:43](=[O:44])(=[O:45])[Cl:46].[CH3:47][CH2:48][CH2:49][CH2:50][CH2:51][CH3:52].[CH3:59][N:60]([CH3:61])[c:62]1[cH:63][cH:64][n:65][cH:66][cH:67]1.[cH:36]1[cH:37][cH:38][n:39][cH:40][cH:41]1>>[C:1]([CH3:2])(=[O:3])[O:4][CH:5]1[CH2:6][C:7]2=[CH:8][CH:9]=[C:10]3[CH:11]4[CH2:12][CH2:13][CH:14]([CH:15]([CH3:16])[CH:17]5[O:18][CH2:19][C:20]([CH3:23])([CH3:24])[CH2:21][O:22]5)[C:25]4([CH3:34])[CH2:26][CH2:27][CH:28]3[C:29]2([CH3:33])[CH:30]2[CH:31]1[O:32]2. Reactants: COS(=O)(=O)OC, CN(C)C=O, Cl, [Na+], [Na+], O=C([O-])[O-], ON=C(C1=NOCCO1)c1ccccc1O. Product: CON=C(C1=NOCCO1)c1ccccc1O. RXN SMILES: [CH3:23][O:24][S:25]([O:26][CH3:27])(=[O:28])=[O:29].[CH3:31][N:32]([CH3:33])[CH:34]=[O:35].[ClH:30].[Na+:17].[Na+:18].[O-:19][C:20](=[O:21])[O-:22].[O:1]1[N:2]=[C:3]([C:7](=[N:8][OH:9])[c:10]2[c:11]([OH:16])[cH:12][cH:13][cH:14][cH:15]2)[O:4][CH2:5][CH2:6]1>>[O:1]1[N:2]=[C:3]([C:7](=[N:8][O:9][CH3:20])[c:10]2[c:11]([OH:16])[cH:12][cH:13][cH:14][cH:15]2)[O:4][CH2:5][CH2:6]1. Reactants: C[Si](C)(C)[N-][Si](C)(C)C, CCCc1cc2nc(C)c(CC(=O)OC)c(Cl)n2n1, CCCI, [Li+], CN(C)C=O. Yields the product CCCc1cc2nc(C)c(C(CCC)C(=O)OC)c(Cl)n2n1. As a reaction SMILES: [CH3:21][Si:22]([N-:23][Si:24]([CH3:25])([CH3:26])[CH3:27])([CH3:28])[CH3:29].[Cl:1][c:2]1[c:3]([CH2:15][C:16](=[O:17])[O:18][CH3:19])[c:4]([CH3:14])[n:5][c:6]2[n:7]1[n:8][c:9]([CH2:11][CH2:12][CH3:13])[cH:10]2.[I:30][CH2:31][CH2:32][CH3:33].[Li+:20].[O:34]=[CH:35][N:36]([CH3:37])[CH3:38]>>[Cl:1][c:2]1[c:3]([CH:15]([C:16](=[O:17])[O:18][CH3:19])[CH2:31][CH2:32][CH3:33])[c:4]([CH3:14])[n:5][c:6]2[n:7]1[n:8][c:9]([CH2:11][CH2:12][CH3:13])[cH:10]2. Starting materials: Cl (HCl), COC(=O)C1=C(N=C(S1)N)C (2-Amino-4-methyl-thiazole-5-carboxylic acid methyl ester), C(C)OC(CBr)OCC (bromoacetaldehyde diethyl acetal), C(=O)(O)[O-].[Na+] (NaHCO3). Run in O (water), O1CCOCC1 (dioxane). Conditions: time 14 hour. Yields the product COC(=O)C1=C(N2C(S1)=NC=C2)C (3-methyl-imidazo[2,1-b]thiazole-2-carboxylic Acid Methyl Ester). As a reaction SMILES: [CH2:1](OC(OCC)CBr)[CH3:2].Cl.C([O-])(O)=O.[Na+].[CH3:16][O:17][C:18]([C:20]1[S:24][C:23]([NH2:25])=[N:22][C:21]=1[CH3:26])=[O:19]>O.O1CCOCC1>[CH3:16][O:17][C:18]([C:20]1[S:24][C:23]2=[N:25][CH:1]=[CH:2][N:22]2[C:21]=1[CH3:26])=[O:19] |f:2.3|. Procedure details: A mixture of bromoacetaldehyde diethyl acetal (29.3 mmol, 1.26 eq) in water (200 mL) is treated dropwise with conc. HCl (3.0 mL), stirred for 14 h at RT and heated for additional 30 min at 80° C. After cooling to RT NaHCO3 (37.9 mmol) is added carefully and the mixture is stirred for 2 h and treated with 2-Amino-4-methyl-thiazole-5-carboxylic acid methyl ester (23.2 mmol, 1.00 eq). After 1 h dioxane (130 mL) is added and the mixture is stirred at RT for 30 min and at 100° C. for 48 h. The organi...